This data is from the Open Reaction Database (ORD), a public repository of structured organic reaction records. The task is: describe an organic reaction: reactants, conditions, products, and yield Starting materials: [H-].[Na+] (sodium hydride), ice-salt, CCCCCC (hexane), C(C=C)O (2-propen-1-ol), ClC(C#N)(Cl)Cl (Trichloroacetonitrile). The solvent is CCOCC (ether), CCOCC (ether). Product: ClC(C(OCC=C)=N)(Cl)Cl (2.2.2-Trichloroacetimidoic acid, 2-propenyl ester). RXN SMILES: [H-].[Na+].CCCCCC.[CH2:9]([OH:12])[CH:10]=[CH2:11].[Cl:13][C:14]([Cl:18])([Cl:17])[C:15]#[N:16]>CCOCC>[Cl:13][C:14]([Cl:18])([Cl:17])[C:15](=[NH:16])[O:12][CH2:9][CH:10]=[CH2:11] |f:0.1|. Procedure: A suspension of 80% sodium hydride (945 mg., 31.5 mmol.; washed twice with 25 ml. of hexane) in dry ether (30 ml.) was treated dropwise with a solution of 2-propen-1-ol (21.4 ml., 18.3 g., 315 mmol.), in dry ether (45 ml.), stirred for 20 minut at room temperature under argon and then cooled to 0° C. (ice-salt bath). Trichloroacetonitrile (30 ml. or 42.3 g., 0.30 mole) was added over a period of 15 minutes and the brownish solution was stirred at 0° C. for 40 minutes, at 10° C. for 10 minutes an... Reactants: CO, CCOC(=O)c1cnc(N2CCC(NC(=O)c3nc(Cl)c(CC)[nH]3)C(OCC(C)(F)F)C2)s1, [Li+], [OH-]. Product: CCc1[nH]c(C(=O)NC2CCN(c3ncc(C(=O)O)s3)CC2OCC(C)(F)F)nc1Cl. RXN SMILES: [CH3:36][OH:37].[Cl:1][c:2]1[n:3][c:4]([C:9](=[O:10])[NH:11][CH:12]2[CH:13]([O:28][CH2:29][C:30]([CH3:31])([F:32])[F:33])[CH2:14][N:15]([c:18]3[s:19][c:20]([C:23](=[O:24])[O:25][CH2:26][CH3:27])[cH:21][n:22]3)[CH2:16][CH2:17]2)[nH:5][c:6]1[CH2:7][CH3:8].[Li+:34].[OH-:35]>>[Cl:1][c:2]1[n:3][c:4]([C:9](=[O:10])[NH:11][CH:12]2[CH:13]([O:28][CH2:29][C:30]([CH3:31])([F:32])[F:33])[CH2:14][N:15]([c:18]3[s:19][c:20]([C:23](=[O:24])[OH:25])[cH:21][n:22]3)[CH2:16][CH2:17]2)[nH:5][c:6]1[CH2:7][CH3:8].